Dataset: the Open Reaction Database (ORD), a public repository of structured organic reaction records. Task: describe an organic reaction: reactants, conditions, products, and yield Starting materials: CC(C)(C)[O-], CC(C)(C)O, O=[N+]([O-])c1ccc(C=C(Cl)Cl)o1, [K+]. Product: O=[N+]([O-])c1ccc(C#CCl)o1. Reaction SMILES: [CH3:13][C:14]([CH3:15])([O-:16])[CH3:17].[CH3:19][C:20]([OH:21])([CH3:22])[CH3:23].[Cl:1][C:2](=[CH:3][c:4]1[o:5][c:6]([N+:9](=[O:10])[O-:11])[cH:7][cH:8]1)[Cl:12].[K+:18]>>[Cl:1][C:2]#[C:3][c:4]1[o:5][c:6]([N+:9](=[O:10])[O-:11])[cH:7][cH:8]1. The reactants are C(C)(C)(C)OC(=O)N1[C@H](CNCC1)C(=O)OCC ((2R)-1-tert-butoxycarbonyl-2-ethoxycarbonylpiperazine), [OH-].[Na+] (sodium hydroxide), C([O-])([O-])=O.[Na+].[Na+] (sodium carbonate), CS(=O)(=O)Cl (methanesulfonyl chloride), Cl (HCl), Cl (HCl). The solvent is O1CCOCC1 (dioxane). Reaction conditions: time 2 hour. The product is C(C)(C)(C)OC(=O)N1[C@H](CN(CC1)S(=O)(=O)C)C(=O)O ((2R)-1-tert-butoxycarbonyl-4-methanesulfonylpiperazine-2-carboxylic acid). Yield: 97.8%. RXN SMILES: [C:1]([O:5][C:6]([N:8]1[CH2:13][CH2:12][NH:11][CH2:10][C@@H:9]1[C:14]([O:16]CC)=[O:15])=[O:7])([CH3:4])([CH3:3])[CH3:2].[OH-].[Na+].Cl.C(=O)([O-])[O-].[Na+].[Na+].[CH3:28][S:29](Cl)(=[O:31])=[O:30]>O1CCOCC1>[C:1]([O:5][C:6]([N:8]1[CH2:13][CH2:12][N:11]([S:29]([CH3:28])(=[O:31])=[O:30])[CH2:10][C@@H:9]1[C:14]([OH:16])=[O:15])=[O:7])([CH3:4])([CH3:3])[CH3:2] |f:1.2,4.5.6|. Reported procedure: A mixture of (2R)-1-tert-butoxycarbonyl-2-ethoxycarbonylpiperazine (1.67 g) and 1N aqueous sodium hydroxide (9.53 ml) in dioxane (16 ml) was stirred for 2 hours at ambient temperature. The mixture was adjusted to pH 5 with 1N HCl on an ice bath. To the mixture was added sodium carbonate (1.35 g), and then methanesulfonyl chloride (873 mg) dropwise on an ice bath. After stirring at the same temperature for 2 hours, the resulting mixture was acidified with 4N HCl, and extracted with AcOEt. The ext... Reactants: CC(=O)O, CO, ClCCCl, NC1COC(C(c2ccccc2)c2ccccc2)CC1O, [Na+], O=C([O-])O, O, O=Cc1ccc(O)cc1. Yields the product Oc1ccc(CNC2COC(C(c3ccccc3)c3ccccc3)CC2O)cc1. Reaction SMILES: [CH3:31][C:32](=[O:33])[OH:34].[CH3:44][OH:45].[Cl:40][CH2:41][CH2:42][Cl:43].[NH2:1][CH:2]1[CH:3]([OH:21])[CH2:4][CH:5]([CH:8]([c:9]2[cH:10][cH:11][cH:12][cH:13][cH:14]2)[c:15]2[cH:16][cH:17][cH:18][cH:19][cH:20]2)[O:6][CH2:7]1.[Na+:39].[O-:35][C:36]([OH:37])=[O:38].[OH2:46].[OH:22][c:23]1[cH:24][cH:25][c:26]([CH:27]=[O:28])[cH:29][cH:30]1>>[NH:1]([CH:2]1[CH:3]([OH:21])[CH2:4][CH:5]([CH:8]([c:9]2[cH:10][cH:11][cH:12][cH:13][cH:14]2)[c:15]2[cH:16][cH:17][cH:18][cH:19][cH:20]2)[O:6][CH2:7]1)[CH2:27][c:26]1[cH:25][cH:24][c:23]([OH:22])[cH:30][cH:29]1.